Dataset: the Open Reaction Database (ORD), a public repository of structured organic reaction records. Task: describe an organic reaction: reactants, conditions, products, and yield Reactants: C(CCC)NC([C@@H](C([C@@H]([C@H](C[C@H](CC1=CC(=C(C=C1)OC)OCCOCCOC)C(C)C)NOC(C)(C)C)O)=C=O)C)=O (N-tert-butoxy-carbonyl-2(R)-methyl-4(S)-hydroxy-5(S)-amino-7(S)-isopropyl-8-{3-[2-(2-methoxy-ethoxy)ethoxy]-4-methoxy-phenyl}-octanoic acid (N-butyl)amide), ( I ), ClCCl.CO (dichloromethane methanol). Product: Cl.C(CCC)NC([C@@H](C[C@@H]([C@H](C[C@H](CC1=CC(=C(C=C1)OC)OCCOCCOC)C(C)C)N)O)C)=O (2(R)-Methyl-4(S)-hydroxy-5(S)-amino-7(S)-isopropyl-8-{3-[2-(2-methoxy-ethoxy)ethoxy]-4-methoxy-phenyl}-octanoic acid (N-butyl)amide hydrochloride). RXN SMILES: [CH2:1]([NH:5][C:6](=[O:43])[C@H:7]([CH3:42])[C:8](=C=O)[C@H:9]([OH:39])[C@@H:10]([NH:33]OC(C)(C)C)[CH2:11][C@@H:12]([CH:30]([CH3:32])[CH3:31])[CH2:13][C:14]1[CH:19]=[CH:18][C:17]([O:20][CH3:21])=[C:16]([O:22][CH2:23][CH2:24][O:25][CH2:26][CH2:27][O:28][CH3:29])[CH:15]=1)[CH2:2][CH2:3][CH3:4].[Cl:44]CCl.CO>>[ClH:44].[CH2:1]([NH:5][C:6](=[O:43])[C@H:7]([CH3:42])[CH2:8][C@H:9]([OH:39])[C@@H:10]([NH2:33])[CH2:11][C@@H:12]([CH:30]([CH3:31])[CH3:32])[CH2:13][C:14]1[CH:19]=[CH:18][C:17]([O:20][CH3:21])=[C:16]([O:22][CH2:23][CH2:24][O:25][CH2:26][CH2:27][O:28][CH3:29])[CH:15]=1)[CH2:2][CH2:3][CH3:4] |f:1.2,3.4|. Reported procedure: Analogously to Example 1, the title compound is prepared starting from 27 mg of N-tert-butoxy-carbonyl-2(R)-methyl-4(S)-hydroxy-5(S)-amino-7(S)-isopropyl-8-{3-[2-(2-methoxy-ethoxy)ethoxy]-4-methoxy-phenyl}-octanoic acid (N-butyl)amide. This yields the tire compound: Rf (dichloromethane/methanol=1:1)=0.19; Rt (I)=18.93 minutes; FAB-MS(M+H)+ =511.